From a dataset of the Open Reaction Database (ORD), a public repository of structured organic reaction records. describe an organic reaction: reactants, conditions, products, and yield Starting materials: ClC1=CC=NC2=CC=C(C=C12)F (4-chloro-6-fluoroquinoline), C1NCCC2=CC=CC=C12 (1,2,3,4-tetrahydroisoquinoline). Yields the product Cl.C1N(CCC2=CC=CC=C12)C1=CC=NC2=CC=C(C=C12)F (4-(3,4-Dihydro-1H-isoquinolin-2-yl)-6-fluoro-quinoline hydrochloride). RXN SMILES: [Cl:1][C:2]1[C:11]2[C:6](=[CH:7][CH:8]=[C:9]([F:12])[CH:10]=2)[N:5]=[CH:4][CH:3]=1.[CH2:13]1[C:22]2[C:17](=[CH:18][CH:19]=[CH:20][CH:21]=2)[CH2:16][CH2:15][NH:14]1>>[ClH:1].[CH2:13]1[C:22]2[C:17](=[CH:18][CH:19]=[CH:20][CH:21]=2)[CH2:16][CH2:15][N:14]1[C:2]1[C:11]2[C:6](=[CH:7][CH:8]=[C:9]([F:12])[CH:10]=2)[N:5]=[CH:4][CH:3]=1 |f:2.3|. Procedure: The title compound, MS: m/e=279.2 (M+H+), was prepared 4-chloro-6-fluoroquinoline and 1,2,3,4-tetrahydroisoquinoline. Starting materials: C(#N)C1=C2CCC3=C(SC=C3)C2=CC=C1 (6-cyano-4,5-dihydronaphtho[1,2-b]-thiophene), [OH-].[K+] (potassium hydroxide), C(CO)O (ethylene glycol). The solvent is O (water). Yields the product S1C2=C(C=C1)CCC=1C(=CC=CC12)C(=O)O (4,5-dihydronaphtho[1,2-b]thiophen-6-carboxylic acid). RXN SMILES: C(C1[CH:15]=[CH:14][CH:13]=[C:12]2[C:4]=1[CH2:5][CH2:6][C:7]1[CH:11]=[CH:10][S:9][C:8]=12)#N.[OH-:16].[K+].[CH2:18]([OH:21])[CH2:19]O>O>[S:9]1[CH:10]=[CH:11][C:7]2[CH2:6][CH2:5][C:4]3[C:19]([C:18]([OH:21])=[O:16])=[CH:15][CH:14]=[CH:13][C:12]=3[C:8]1=2 |f:1.2|. Procedure: To a stirred solution of 6-cyano-4,5-dihydronaphtho[1,2-b]-thiophene (4.1 g, 0.019 mole) in 75 ml of ethylene glycol, under a nitrogen atmosphere, was added potassium hydroxide (12.5 g, 0.19 mole). The reaction mixture was heated at 156°±5° for 18 hours. The cooled reaction mixture was diluted with 200 ml of cold water. The mixture was extracted with two 50 ml portions of diethyl ether. The aqueous layer was acidified with concentrated hydrochloric acid. The mixture was cooled and extracted with... Reaction conditions: time 2 hour. The reactants are Cl (HCl), [OH-].[Na+] (sodium hydroxide), COC([C@H](CNC(=O)C=1SC(=CC1)Cl)NS(=O)(=O)C1=C(C(=CC=C1)N1C(CCC1)=O)C)=O ((S)-3-[(5-Chloro-thiophene-2-carbonyl)-amino]-2-[2-methyl-3-(2-oxo-pyrrolidin-1-yl)-benzenesulfonylamino]-propionic acid methyl ester). Yields the product ClC1=CC=C(S1)C(=O)NC[C@@H](C(=O)O)NS(=O)(=O)C1=C(C(=CC=C1)N1C(CCC1)=O)C ((S)-3-[(5-Chloro-thiophene-2-carbonyl)-amino]-2-[2-methyl-3-(2-oxo-pyrrolidin-1-yl)-benzenesulfonylamino]-propionic acid). Procedure: Intermediate 86 was dissolved in 20 ml THF and sodium hydroxide (1N water solution) (38.16 ml, 38.16 mmol) was added. After 2 h stirring at RT the reaction mixture was extracted with diethyl ether and 1 N HCl (38.16 ml, 38.16 mmol) was added to the aqueous layer. The aqueous layer was extracted with n-butanol. The organic layer was dried with Na2SO4, filtered and evaporated to dryness. 8.28 g of crude product were obtained and used without further purification in step 24.6. As a reaction SMILES: C[O:2][C:3](=[O:32])[C@@H:4]([NH:15][S:16]([C:19]1[CH:24]=[CH:23][CH:22]=[C:21]([N:25]2[CH2:29][CH2:28][CH2:27][C:26]2=[O:30])[C:20]=1[CH3:31])(=[O:18])=[O:17])[CH2:5][NH:6][C:7]([C:9]1[S:10][C:11]([Cl:14])=[CH:12][CH:13]=1)=[O:8].[OH-].[Na+].Cl>C1COCC1.C(OCC)C>[Cl:14][C:11]1[S:10][C:9]([C:7]([NH:6][CH2:5][C@H:4]([NH:15][S:16]([C:19]2[CH:24]=[CH:23][CH:22]=[C:21]([N:25]3[CH2:29][CH2:28][CH2:27][C:26]3=[O:30])[C:20]=2[CH3:31])(=[O:18])=[O:17])[C:3]([OH:32])=[O:2])=[O:8])=[CH:13][CH:12]=1 |f:1.2|. The solvent is C(C)OCC (diethyl ether), C1CCOC1 (THF). The reactants are ClC(Cl)Cl, OCCCNC1=Nc2ccccc2C1(O)c1cccc(Cl)c1, O=S(Cl)Cl. Yields the product OC1(c2cccc(Cl)c2)C(NCCCCl)=Nc2ccccc21. As a reaction SMILES: [CH:27]([Cl:28])([Cl:29])[Cl:30].[Cl:5][c:6]1[cH:7][c:8]([C:12]2([OH:26])[C:13]([NH:21][CH2:22][CH2:23][CH2:24][OH:25])=[N:14][c:15]3[cH:16][cH:17][cH:18][cH:19][c:20]32)[cH:9][cH:10][cH:11]1.[S:1]([Cl:2])([Cl:3])=[O:4]>>[Cl:3][CH2:24][CH2:23][CH2:22][NH:21][C:13]1=[N:14][c:15]2[cH:16][cH:17][cH:18][cH:19][c:20]2[C:12]1([c:8]1[cH:7][c:6]([Cl:5])[cH:11][cH:10][cH:9]1)[OH:26]. Reactants: OCC1=CC=C(C=C1)C1=NOC(=N1)C=1SC(=C(C1)C1=CC=CC=C1)C(F)(F)F (3-[4-(Hydroxymethyl)phenyl]-5-(4-phenyl-5-trifluoromethyl-2-thienyl)-1,2,4-oxadiazole), C[N+]1(CCOCC1)[O-] (4-methylmorpholine N-oxide), 4. Reagents/catalysts: [Ru](=O)(=O)(=O)[O-].C(CC)[N+](CCC)(CCC)CCC (tetrapropylammonium perruthenate). The solvent is CC#N (CH3CN). Run at time 2 hour. The product is C(=O)C1=CC=C(C=C1)C1=NOC(=N1)C=1SC(=C(C1)C1=CC=CC=C1)C(F)(F)F (3-[4-(Formyl)phenyl]-5-(4-phenyl-5-trifluoromethyl-2-thienyl)-1,2,4-oxadiazole). Isolated yield 66.5%. RXN SMILES: [OH:1][CH2:2][C:3]1[CH:8]=[CH:7][C:6]([C:9]2[N:13]=[C:12]([C:14]3[S:15][C:16]([C:25]([F:28])([F:27])[F:26])=[C:17]([C:19]4[CH:24]=[CH:23][CH:22]=[CH:21][CH:20]=4)[CH:18]=3)[O:11][N:10]=2)=[CH:5][CH:4]=1.C[N+]1([O-])CCOCC1>CC#N.[Ru]([O-])(=O)(=O)=O.C([N+](CCC)(CCC)CCC)CC>[CH:2]([C:3]1[CH:8]=[CH:7][C:6]([C:9]2[N:13]=[C:12]([C:14]3[S:15][C:16]([C:25]([F:27])([F:26])[F:28])=[C:17]([C:19]4[CH:24]=[CH:23][CH:22]=[CH:21][CH:20]=4)[CH:18]=3)[O:11][N:10]=2)=[CH:5][CH:4]=1)=[O:1] |f:3.4|. Procedure: A mixture of 310 mg (0.77 mmol) of 3-[4-(hydroxymethyl)phenyl]-5-(4-phenyl-5-trifluoromethyl-2-thienyl)-1,2,4-oxadiazole (from Step E), 527 mg (1.5 mmol) of 4-methylmorpholine N-oxide and 500 mg of 4 A molecular sieves in 15 mL of CH3CN was treated with 12 mg (0.034 mmol) of tetrapropylammonium perruthenate and the resulting mixture was stirred ar rt for 2 h. The solids were filtered and the filtrated was concentrated. Chromatography on a Biotage 40 S cartridge using 9:1 v/v hexanes/EtOAc (1 L) ... Reaction SMILES: [CH3:34][N:35]([NH2:36])[CH3:37].[CH3:38][OH:39].[Cl:1][c:2]1[c:3]([CH2:4][O:5][c:6]2[cH:7][c:8]3[c:13]([cH:14][cH:15]2)[CH:12]([C:16](=[O:17])[O:18][CH3:19])[N:11]([C:20](=[O:21])[O:22][C:23]([CH3:24])([CH3:25])[CH3:26])[CH2:10][CH2:9]3)[cH:27][c:28]([N+:31]([O-:32])=[O:33])[cH:29][cH:30]1>>[Cl:1][c:2]1[c:3]([CH2:4][O:5][c:6]2[cH:7][c:8]3[c:13]([cH:14][cH:15]2)[CH:12]([C:16](=[O:17])[O:18][CH3:19])[N:11]([C:20](=[O:21])[O:22][C:23]([CH3:24])([CH3:25])[CH3:26])[CH2:10][CH2:9]3)[cH:27][c:28]([NH2:31])[cH:29][cH:30]1. Starting materials: CN(C)N, CO, COC(=O)C1c2ccc(OCc3cc([N+](=O)[O-])ccc3Cl)cc2CCN1C(=O)OC(C)(C)C. The product is COC(=O)C1c2ccc(OCc3cc(N)ccc3Cl)cc2CCN1C(=O)OC(C)(C)C.